Task: describe an organic reaction: reactants, conditions, products, and yield. Dataset: the Open Reaction Database (ORD), a public repository of structured organic reaction records Starting materials: Cc1cc(C)c(O)c(O)c1, Cc1cc(C)cc(O)c1, CC(=O)CC(C)C, [Na+], OO, O=S(=O)([O-])O. Product: Cc1cc(O)cc(C)c1O. Reaction SMILES: [CH3:18][c:19]1[cH:20][c:21]([CH3:22])[cH:23][c:24]([OH:25])[c:26]1[OH:27].[CH3:1][c:2]1[cH:3][c:4]([CH3:5])[cH:6][c:7]([OH:8])[cH:9]1.[CH3:28][CH:29]([CH3:30])[CH2:31][C:32](=[O:33])[CH3:34].[Na+:17].[OH:10][OH:11].[S:12]([O-:13])(=[O:14])(=[O:15])[OH:16]>>[CH3:1][c:2]1[c:3]([OH:13])[c:4]([CH3:5])[cH:6][c:7]([OH:8])[cH:9]1. Reactants: FC(C(=O)OI(OC(C(F)(F)F)=O)C1=CC=CC=C1)(F)F ([bis(trifluoroacetoxy)iodo]benzene), BrC1=CC=C(C=C1)C(C(=O)N)(C)C (2-(4-bromophenyl)-2-methylpropanamide), C(C)(C)(C)O (tert-butanol), N1=CC=CC=C1 (Pyridine). Reaction SMILES: [Br:1][C:2]1[CH:7]=[CH:6][C:5]([C:8]([CH3:13])([CH3:12])C(N)=O)=[CH:4][CH:3]=1.FC(F)(F)C(OI(C1C=CC=CC=1)O[C:21](=[O:26])C(F)(F)F)=O.[N:35]1C=CC=CC=1.[C:41]([OH:45])([CH3:44])([CH3:43])[CH3:42]>>[C:41]([O:45][C:21](=[O:26])[NH:35][C:8]([C:5]1[CH:4]=[CH:3][C:2]([Br:1])=[CH:7][CH:6]=1)([CH3:12])[CH3:13])([CH3:44])([CH3:43])[CH3:42]. Product: C(C)(C)(C)OC(NC(C)(C)C1=CC=C(C=C1)Br)=O (tert-butyl[1-(4-bromophenyl)-1-methylethyl]carbamate). The yield is 84.0%. Reported procedure: To a suspension of 2-(4-bromophenyl)-2-methylpropanamide (3 g) in tert-butanol (31 mL) was added [bis(trifluoroacetoxy)iodo]benzene (8 g) portionwise at room temperature. The reaction mixture was stirred at reflux temperature for 30 min Pyridine (3 mL) was added to the mixture. After being stirred at reflux temperature for 1 h, the reaction mixture was concentrated to dryness. The residue was dissolved in benzene and washed with 1 M citric acid aqueous solution (2 times), sodium bicarbonate aque... Reactants: ClC1CCCc2cccnc21, [H-], [Na+], C1CCOC1, Sc1nc2ccccc2s1. Product: c1cnc2c(c1)CCCC2Sc1nc2ccccc2s1. Reaction SMILES: [Cl:13][CH:14]1[CH2:15][CH2:16][CH2:17][c:18]2[cH:19][cH:20][cH:21][n:22][c:23]21.[H-:1].[Na+:2].[O:24]1[CH2:25][CH2:26][CH2:27][CH2:28]1.[SH:3][c:4]1[s:5][c:6]2[c:7]([n:8]1)[cH:9][cH:10][cH:11][cH:12]2>>[S:3]([c:4]1[s:5][c:6]2[c:7]([n:8]1)[cH:9][cH:10][cH:11][cH:12]2)[CH:14]1[CH2:15][CH2:16][CH2:17][c:18]2[cH:19][cH:20][cH:21][n:22][c:23]21. The reactants are C(C)(=O)S[C@H]1C([C@H](N(C1)OCC=C)CCN=[N+]=[N-])=C=O ((2R,4S)-4-acetylthio-1-allyloxy-carbonyl-2-(2-azidoethyl) pyrrolidine), C[O-].[Na+] (sodium methoxide), C(C)(=O)OCC (ethyl acetate), C1(=CC=CC=C1)C(C1=CC=CC=C1)(C1=CC=CC=C1)Cl (triphenylmethyl chloride). Solvent: CO (methanol), CO (methanol), O (water). Reaction conditions: temperature 0 celsius, time 1 hour. Yields the product C(C=C)OC(=O)N1[C@@H](C[C@@H](C1)SC(C1=CC=CC=C1)(C1=CC=CC=C1)C1=CC=CC=C1)CCN=[N+]=[N-] ((2R,4S)-1-allyloxycarbonyl-2-(2-azidoethyl)-4-(triphenylmethylthio)pyrrolidine). Reaction SMILES: C([S:4][C@@H:5]1[CH2:9][N:8](OCC=C)[C@H:7]([CH2:14][CH2:15][N:16]=[N+:17]=[N-:18])[C:6]1=C=O)(=O)C.[CH3:21][O-].[Na+].[C:24]1([C:30](Cl)([C:37]2[CH:42]=[CH:41][CH:40]=[CH:39][CH:38]=2)[C:31]2[CH:36]=[CH:35][CH:34]=[CH:33][CH:32]=2)[CH:29]=[CH:28][CH:27]=[CH:26][CH:25]=1.[C:44]([O:47][CH2:48][CH3:49])(=[O:46])C>CO.O>[CH2:48]([O:47][C:44]([N:8]1[CH2:9][C@@H:5]([S:4][C:30]([C:37]2[CH:42]=[CH:41][CH:40]=[CH:39][CH:38]=2)([C:31]2[CH:36]=[CH:35][CH:34]=[CH:33][CH:32]=2)[C:24]2[CH:29]=[CH:28][CH:27]=[CH:26][CH:25]=2)[CH2:6][C@H:7]1[CH2:14][CH2:15][N:16]=[N+:17]=[N-:18])=[O:46])[CH:49]=[CH2:21] |f:1.2|. Procedure details: To a solution of (2R,4S)-4-acetylthio-1-allyloxy-carbonyl-2-(2-azidoethyl) pyrrolidine (14.7 g) in methanol (74 ml) was added dropwise 4.8N sodium methoxide in methanol (11.3 ml) under ice-cooling. After stirring for 1 hour at 0° C., triphenylmethyl chloride (14.4 g) was added to the mixture. After stirring for 5 hours at 0° C., the mixture was poured into ethyl acetate and water. The organic layer was separated and the aqueous layer was extracted twice with ethyl acetate. The combined organic l... Starting materials: CC=1C=C(N(N1)C1=NC=NC(=C1)Cl)N (5-Methyl-2-(6-chloro-pyrimidin-4-yl)-2H-pyrazol-3-ylamine), CN (methyl amine). Run in CC(C)O (2-propanol). Run at temperature 50 celsius, time 4 hour. Product: NC1=CC(=NN1C1=CC(=NC=N1)NC)C ([6-(5-amino-3-methyl-pyrazol-1-yl)-pyrimidin-4-yl]-methyl-amine). The yield is 97.0%. As a reaction SMILES: [CH3:1][C:2]1[CH:3]=[C:4]([NH2:14])[N:5]([C:7]2[CH:12]=[C:11](Cl)[N:10]=[CH:9][N:8]=2)[N:6]=1.[CH3:15][NH2:16]>CC(O)C>[NH2:14][C:4]1[N:5]([C:7]2[N:8]=[CH:9][N:10]=[C:11]([NH:16][CH3:15])[CH:12]=2)[N:6]=[C:2]([CH3:1])[CH:3]=1. Procedure: 5-Methyl-2-(6-chloro-pyrimidin-4-yl)-2H-pyrazol-3-ylamine (2.09 g, 10 mmol) was mixed with methyl amine (40% in water, 9 mL) and 2-propanol (30 mL). The mixture was heated at 50° C. in a sealed tube. After 4 h, the reaction mixture was cooled to room temperature and condensed, triturated with water, and filtered. The solid was washed with water, air-dried to give [6-(5-amino-3-methyl-pyrazol-1-yl)-pyrimidin-4-yl]-methyl-amine (2.08 g, Yield 97%): 1H NMR 400 MHz (d6-DMSO) δ 8.80 (s, 1H), 7.44 (s,... The reactants are C(C)(C)[N-]C(C)C.[Li+] (lithium diisopropylamide), [Si](C)(C)(C(C)(C)C)OC1=CC=C(C=C1)[C@@H]1CC[C@H](CC1)C(C(=O)OC)C (methyl 2-[trans-4-(4-{[tert-butyl(dimethyl)silyl]oxy}phenyl)cyclohexyl]-propanoate), [Cl-].[NH4+] (ammonium chloride), CI (methyl iodide). Solvent: C1CCOC1 (THF), C1CCOC1 (THF), C(C)(=O)OCC (ethyl acetate). Reaction conditions: time 20 hour. The product is [Si](C)(C)(C(C)(C)C)OC1=CC=C(C=C1)[C@@H]1CC[C@H](CC1)C(C(=O)OC)(C)C (Methyl 2-[trans-4-(4-{[tert-butyl(dimethyl)silyl]oxy}phenyl)cyclohexyl]-2-methylpropanoate). Isolated yield 87.5%. RXN SMILES: [CH:1]([N-]C(C)C)(C)C.[Li+].[Si:9]([O:16][C:17]1[CH:22]=[CH:21][C:20]([C@H:23]2[CH2:28][CH2:27][C@H:26]([CH:29]([CH3:34])[C:30]([O:32][CH3:33])=[O:31])[CH2:25][CH2:24]2)=[CH:19][CH:18]=1)([C:12]([CH3:15])([CH3:14])[CH3:13])([CH3:11])[CH3:10].CI.[Cl-].[NH4+]>C1COCC1.C(OCC)(=O)C>[Si:9]([O:16][C:17]1[CH:18]=[CH:19][C:20]([C@H:23]2[CH2:24][CH2:25][C@H:26]([C:29]([CH3:1])([CH3:34])[C:30]([O:32][CH3:33])=[O:31])[CH2:27][CH2:28]2)=[CH:21][CH:22]=1)([C:12]([CH3:15])([CH3:14])[CH3:13])([CH3:10])[CH3:11] |f:0.1,4.5|. Reported procedure: A solution of lithium diisopropylamide (12.9 mmol) in THF (20 mL) was added dropwise to a stirred solution of methyl 2-[trans-4-(4-{[tert-butyl(dimethyl)silyl]oxy}phenyl)cyclohexyl]-propanoate (4.42 g, 11.7 mmol) in THF (40 mL) at −78° C. under an argon atmosphere and the mixture was warmed to room temperature. The mixture was cooled to −78° C. and methyl iodide (0.92 mL, 14.7 mmol) was added dropwise. The reaction mixture was warmed to room temperature and stirred for 20 h. Saturated aqueous am... Reactants: O=C(Nc1cnc2n(c1=O)C(C(=O)O)CC2)OCc1ccccc1, C1CCOC1, CCCC[N+](CCCC)(CCCC)CCCC, FC(F)(F)c1cccc(CBr)c1, [H-], [I-], [Na+]. The product is O=C(O)C1CCc2ncc(N(Cc3cccc(C(F)(F)F)c3)C(=O)OCc3ccccc3)c(=O)n21. RXN SMILES: [CH2:1]([c:2]1[cH:3][cH:4][cH:5][cH:6][cH:7]1)[O:8][C:9](=[O:10])[NH:11][c:12]1[cH:13][n:14][c:15]2[n:16]([c:17]1=[O:18])[CH:19]([C:22](=[O:23])[OH:24])[CH2:20][CH2:21]2.[CH2:39]1[O:40][CH2:41][CH2:42][CH2:43]1.[CH2:45]([N+:46]([CH2:47][CH2:48][CH2:49][CH3:50])([CH2:51][CH2:52][CH2:53][CH3:54])[CH2:55][CH2:56][CH2:57][CH3:58])[CH2:59][CH2:60][CH3:61].[F:25][C:26]([c:27]1[cH:28][c:29]([CH2:30][Br:31])[cH:32][cH:33][cH:34]1)([F:35])[F:36].[H-:38].[I-:44].[Na+:37]>>[CH2:1]([c:2]1[cH:3][cH:4][cH:5][cH:6][cH:7]1)[O:8][C:9](=[O:10])[N:11]([c:12]1[cH:13][n:14][c:15]2[n:16]([c:17]1=[O:18])[CH:19]([C:22](=[O:23])[OH:24])[CH2:20][CH2:21]2)[CH2:30][c:29]1[cH:28][c:27]([C:26]([F:25])([F:35])[F:36])[cH:34][cH:33][cH:32]1.